This data is from the Open Reaction Database (ORD), a public repository of structured organic reaction records. The task is: describe an organic reaction: reactants, conditions, products, and yield The reactants are BrCCO (2-bromoethanol), COC(=C)C (2-methoxypropene), BrC=1C=C2C=CNC2=CC1 (5-bromoindole), [H-].[Na+] (NaH). The solvent is C1CCOC1 (THF), CN(C)C=O (DMF), C1CCOC1 (THF). Conditions: time 4 hour. Yields the product OCCN1C=CC2=CC(=CC=C12)Br (1-(2-hydroxylethyl)-5-bromoindole). Yield: 61.0%. As a reaction SMILES: Br[CH2:2][CH2:3][OH:4].COC(C)=C.[Br:10][C:11]1[CH:12]=[C:13]2[C:17](=[CH:18][CH:19]=1)[NH:16][CH:15]=[CH:14]2.[H-].[Na+]>C1COCC1.CN(C=O)C>[OH:4][CH2:3][CH2:2][N:16]1[C:17]2[C:13](=[CH:12][C:11]([Br:10])=[CH:19][CH:18]=2)[CH:14]=[CH:15]1 |f:3.4|. Procedure: Under a N2 atmosphere, 2-bromoethanol (17.6 g, 141 mmol) and 2-methoxypropene (10.1 g, 141 mmol) were stirred in 71 mL of THF at 0° C. for 30 minutes The resulting solution was added to a stirring mixture of 5-bromoindole (22.83 g, 116 mmol) and 60% NaH (4.62 g, 193 mmol) in 40 mL of DMF and 60 mL of THF. The solution was stirred at ambient temperature for 4 hours. The reaction mixture was worked up by quenching the excess of NaH with water and removing the aqueous layer. The organic layer was v...